Task: describe an organic reaction: reactants, conditions, products, and yield. Dataset: the Open Reaction Database (ORD), a public repository of structured organic reaction records Reaction SMILES: [Cl:1][C:2]1[CH:3]=[CH:4][C:5]([N:13]2[C:21](=O)[C:20]3[CH2:19][CH2:18][CH2:17][CH2:16][C:15]=3[NH:14]2)([F:12])[CH:6]2[C:10]=1[O:9][CH:8]([CH3:11])[CH2:7]2.P(Cl)(Cl)([Cl:25])=O.C(N(CC)C1C=CC=CC=1)C>C(OCC)(=O)C>[Cl:25][C:21]1[N:13]([C:5]2([F:12])[CH:6]3[CH2:7][CH:8]([CH3:11])[O:9][C:10]3=[C:2]([Cl:1])[CH:3]=[CH:4]2)[N:14]=[C:15]2[C:20]=1[CH2:19][CH2:18][CH2:17][CH2:16]2. Reactants: ClC=1C=CC(C2CC(OC21)C)(F)N2NC=1CCCCC1C2=O (2-(7-chloro-4-fluoro-2,3-dihydro-2-methyl-4-benzofuranyl)-1,2,4,5,6,7-hexahydro-3H-indazol-3-one), P(=O)(Cl)(Cl)Cl (phosphorous oxychloride), C(C)N(C1=CC=CC=C1)CC (N,N-diethylaniline). Procedure details: 0.25 g of 39C was mixed with 0.14 g of phosphorous oxychloride and 0.15 g of N,N-diethylaniline and heated under nitrogen at 135°-140° C. for three hours, cooled, and diluted with ethyl acetate. The organic phase was washed with water, 10% hydrochloric acid, saturated sodium bicarbonate solution, brine, dried (MgSO4) and stripped of solvent. The residue was purified by flash chromatography on silica gel, using a 1:4 v:v mixture of ether and hexane as eluent to afford the title compound as a yell... Product: ClC=1N(N=C2CCCCC12)C1(C=CC(=C2C1CC(O2)C)Cl)F (3-Chloro-2-(7-chloro-4-fluoro-2,3-dihydro-2-methyl-4-benzofuranyl)-4,5,6,7-tetrahydro-2H-indazole). The solvent is C(C)(=O)OCC (ethyl acetate). Starting materials: C(C(=C)C)(=O)N (methacrylamide), C(C=C)(=O)OCC (ethyl acrylate), C(C(=C)C)(=O)OCC1CO1 (glycidyl methacrylate), [Na] (sodium), N(=NC(CCC(=O)O)(C)C#N)C(CCC(=O)O)(C)C#N (4,4'-azobis-(4-cyanovaleric acid)). The solvent is O (water). Reaction conditions: temperature 80 celsius, time 60 minute. Product: C(C(=C)C)(=O)OCC(C)C (isobutyl methacrylate). RXN SMILES: [C:1](N)(=O)C(C)=C.[Na].N(C(C#N)(C)CCC(O)=O)=NC(C#N)(C)CCC(O)=O.C(OCC)(=O)C=C.[C:35]([O:40][CH2:41][CH:42]1O[CH2:43]1)(=[O:39])[C:36]([CH3:38])=[CH2:37]>O>[C:35]([O:40][CH2:41][CH:42]([CH3:43])[CH3:1])(=[O:39])[C:36]([CH3:38])=[CH2:37] |^1:6|. Reported procedure: is added within 3 hours at 80° C. Thereafter a solution of 10 g of methacrylamide and 0.6 g of the sodium salt of 4,4'-azobis-(4-cyanovaleric acid) in 300 ml of water and a monomer mixture consisting of 50 g of ethyl acrylate and 45 g of glycidyl methacrylate are added simultaneously. After stirring for 60 minutes at 80° C. one obtains a coagulate-free dispersion with a solid content of 20%.